From a dataset of the Open Reaction Database (ORD), a public repository of structured organic reaction records. describe an organic reaction: reactants, conditions, products, and yield Starting materials: C(O)([O-])=O.[Na+] (sodium hydrogencarbonate), C(C1=CC=CC=C1)N(C1CC2=C(CCC1)C=CC(=C2)O)C(=O)OC(C)(C)C (N-benzyl-N-(3-hydroxy-6,7,8,9-tetrahydro-5H-benzocyclohepten-6-yl)-tert-butoxycarbonylamine), COCCCl (2-chloroethyl methyl ether), [OH-].[K+] (potassium hydroxide). The solvent is CS(=O)C (dimethylsulfoxide). Run at time 40 minute. Product: C(C1=CC=CC=C1)N(C1CC2=C(CCC1)C=CC(=C2)OCCOC)C(=O)OC(C)(C)C (N-benzyl-N-[3-(2-methoxyethoxy)-6,7,8,9-tetrahydro-5H-benzocyclohepten-6-yl]-tert-butoxycarbonylamine). As a reaction SMILES: [OH-].[K+].[CH2:3]([N:10]([C:23]([O:25][C:26]([CH3:29])([CH3:28])[CH3:27])=[O:24])[CH:11]1[CH2:17][CH2:16][CH2:15][C:14]2[CH:18]=[CH:19][C:20]([OH:22])=[CH:21][C:13]=2[CH2:12]1)[C:4]1[CH:9]=[CH:8][CH:7]=[CH:6][CH:5]=1.[CH3:30][O:31][CH2:32][CH2:33]Cl.C(=O)([O-])O.[Na+]>CS(C)=O>[CH2:3]([N:10]([C:23]([O:25][C:26]([CH3:29])([CH3:28])[CH3:27])=[O:24])[CH:11]1[CH2:17][CH2:16][CH2:15][C:14]2[CH:18]=[CH:19][C:20]([O:22][CH2:33][CH2:32][O:31][CH3:30])=[CH:21][C:13]=2[CH2:12]1)[C:4]1[CH:5]=[CH:6][CH:7]=[CH:8][CH:9]=1 |f:0.1,4.5|. Procedure details: Under nitrogen, to dimethylsulfoxide (5 ml) was added potassium hydroxide (34 mg) at room temperature, and the suspension was stirred at the same temperature for 40 minutes. To this one were added N-benzyl-N-(3-hydroxy-6,7,8,9-tetrahydro-5H-benzocyclohepten-6-yl)-tert-butoxycarbonylamine (200 mg) and 2-chloroethyl methyl ether (55 μl), and the mixture was stirred at room temperature for 4 hours. The resulting mixture was poured into saturated aqueous sodium hydrogencarbonate and extracted with e... Reactants: C(C)(C)NC=1C(=NC=CC1)N1CCN(CC1)C(=O)C1=NC=C(C(=O)O)C=C1 (6-[1-[3-(isopropylamino)-2-pyridyl]piperazin-4-yl-carbonyl]nicotinic acid), N(CCO)CCO (diethanolamine). Yields the product OCCN(C(=O)C=1C=CC(=NC1)C(=O)N1CCN(CC1)C1=NC=CC=C1NC(C)C)CCO (5-[N,N-bis(2-hydroxyethyl)carbamoyl]-2-[1-[3-(isopropylamino)-2-pyridyl]piperazin-4-yl-carbonyl]pyridine). Yield: 77.0%. Reaction SMILES: [CH:1]([NH:4][C:5]1[C:6]([N:11]2[CH2:16][CH2:15][N:14]([C:17]([C:19]3[CH:27]=[CH:26][C:22]([C:23](O)=[O:24])=[CH:21][N:20]=3)=[O:18])[CH2:13][CH2:12]2)=[N:7][CH:8]=[CH:9][CH:10]=1)([CH3:3])[CH3:2].[NH:28]([CH2:32][CH2:33][OH:34])[CH2:29][CH2:30][OH:31]>>[OH:31][CH2:30][CH2:29][N:28]([CH2:32][CH2:33][OH:34])[C:23]([C:22]1[CH:26]=[CH:27][C:19]([C:17]([N:14]2[CH2:15][CH2:16][N:11]([C:6]3[C:5]([NH:4][CH:1]([CH3:2])[CH3:3])=[CH:10][CH:9]=[CH:8][N:7]=3)[CH2:12][CH2:13]2)=[O:18])=[N:20][CH:21]=1)=[O:24]. Procedure details: By the same procedure as described in the example 1, synthesis was carried out starting with 6-[1-[3-(isopropylamino)-2-pyridyl]piperazin-4-yl-carbonyl]nicotinic acid and using diethanolamine. And then, the product was recrystallized with isopropanol and ether to give a desired compound.